This data is from the Open Reaction Database (ORD), a public repository of structured organic reaction records. The task is: describe an organic reaction: reactants, conditions, products, and yield Starting materials: FC(F)(F)c1[nH]nc(-c2ccccc2)c1Br, CCOC(C)=O, CCCCCC, COc1cc(N2CCN(C(=O)CCl)CC2)ccc1Cl, [K+], [K+], O=C([O-])[O-], CN(C)C=O. The product is COc1cc(N2CCN(C(=O)Cn3nc(-c4ccccc4)c(Br)c3C(F)(F)F)CC2)ccc1Cl. As a reaction SMILES: [Br:1][c:2]1[c:3](-[c:11]2[cH:12][cH:13][cH:14][cH:15][cH:16]2)[n:4][nH:5][c:6]1[C:7]([F:8])([F:9])[F:10].[C:47]([O:48][CH2:49][CH3:50])(=[O:51])[CH3:52].[CH3:53][CH2:54][CH2:55][CH2:56][CH2:57][CH3:58].[Cl:23][CH2:24][C:25](=[O:26])[N:27]1[CH2:28][CH2:29][N:30]([c:33]2[cH:34][c:35]([O:40][CH3:41])[c:36]([Cl:39])[cH:37][cH:38]2)[CH2:31][CH2:32]1.[K+:17].[K+:18].[O-:19][C:20]([O-:21])=[O:22].[O:42]=[CH:43][N:44]([CH3:45])[CH3:46]>>[Br:1][c:2]1[c:3](-[c:11]2[cH:12][cH:13][cH:14][cH:15][cH:16]2)[n:4][n:5]([CH2:24][C:25](=[O:26])[N:27]2[CH2:28][CH2:29][N:30]([c:33]3[cH:34][c:35]([O:40][CH3:41])[c:36]([Cl:39])[cH:37][cH:38]3)[CH2:31][CH2:32]2)[c:6]1[C:7]([F:8])([F:9])[F:10]. Starting materials: CCOC(=O)c1c(N(C)c2ccccc2[N+](=O)[O-])sc2ccccc12, CN1CCNCC1, COc1ccccc1, [Cl-], [Cl-], [Cl-], [Cl-], [Ti+4]. The product is CN1CCN(C2=Nc3ccccc3N(C)c3sc4ccccc4c32)CC1. RXN SMILES: [CH3:1][N:2]([c:3]1[c:4]([N+:9]([O-:24])=[O:25])[cH:5][cH:6][cH:7][cH:8]1)[c:12]1[c:13]([C:21]([O:10][CH2:11][CH3:22])=[O:23])[c:14]2[c:15]([s:16]1)[cH:17][cH:18][cH:19][cH:20]2.[CH3:26][N:27]1[CH2:28][CH2:29][NH:30][CH2:31][CH2:32]1.[CH3:38][O:39][c:40]1[cH:41][cH:42][cH:43][cH:44][cH:45]1.[Cl-:33].[Cl-:34].[Cl-:35].[Cl-:36].[Ti+4:37]>>[CH3:1][N:2]1[c:3]2[c:4]([cH:5][cH:6][cH:7][cH:8]2)[N:9]=[C:21]([N:30]2[CH2:29][CH2:28][N:27]([CH3:26])[CH2:32][CH2:31]2)[c:13]2[c:12]1[s:16][c:15]1[c:14]2[cH:20][cH:19][cH:18][cH:17]1. The reactants are CC(C)(C)OC(=O)Nc1ccc(-c2ccccc2F)cc1NC(=O)CC(=O)c1cccc(-n2ccnc2)c1, ClCCl, O=C(O)C(F)(F)F. Yields the product O=C1CC(c2cccc(-n3ccnc3)c2)=Nc2ccc(-c3ccccc3F)cc2N1. RXN SMILES: [C:1]([O:2][C:3](=[O:4])[NH:7][c:8]1[c:9]([NH:21][C:22]([CH2:23][C:24](=[O:5])[c:26]2[cH:27][c:28](-[n:32]3[cH:33][n:34][cH:35][cH:36]3)[cH:29][cH:30][cH:31]2)=[O:37])[cH:10][c:11](-[c:14]2[c:15]([F:20])[cH:16][cH:17][cH:18][cH:19]2)[cH:12][cH:13]1)([CH3:6])([CH3:25])[CH3:38].[Cl:46][CH2:47][Cl:48].[F:39][C:40]([F:41])([F:42])[C:43]([OH:44])=[O:45]>>[N:7]1=[C:24]([c:26]2[cH:27][c:28](-[n:32]3[cH:33][n:34][cH:35][cH:36]3)[cH:29][cH:30][cH:31]2)[CH2:23][C:22](=[O:37])[NH:21][c:9]2[c:8]1[cH:13][cH:12][c:11](-[c:14]1[c:15]([F:20])[cH:16][cH:17][cH:18][cH:19]1)[cH:10]2.